Dataset: the Open Reaction Database (ORD), a public repository of structured organic reaction records. Task: describe an organic reaction: reactants, conditions, products, and yield Starting materials: C[Si](CCOCN1C=NC2=C1C=CC=C2)(C)C (1-{[2-(trimethylsilyl)ethoxy]methyl}-1H-benzo[d]imidazole), [Li+].C[Si](C)(C)[N-][Si](C)(C)C (LiHMDS), CON(C(C1=CC=C(C=C1)B1OC(C(O1)(C)C)(C)C)=O)C (N-methoxy-N-methyl-4-(4,4,5,5-tetramethyl-1,3,2-dioxaborolan-2-yl)benzamide), O (water). Solvent: C1CCOC1 (THF), C1CCOC1 (THF). Run at time 1 hour. Yields the product CC1(OB(OC1(C)C)C1=CC=C(C=C1)C(=O)C1=NC2=C(N1COCC[Si](C)(C)C)C=CC=C2)C ([4-(4,4,5,5-Tetramethyl-1,3,2-dioxaborolan-2-yl)phenyl](1-{[2-(trimethylsilyl)ethoxy]methyl}-1H-benzimidazol-2-yl)methanone). The yield is 53.1%. As a reaction SMILES: [CH3:1][Si:2]([CH3:17])([CH3:16])[CH2:3][CH2:4][O:5][CH2:6][N:7]1[C:11]2[CH:12]=[CH:13][CH:14]=[CH:15][C:10]=2[N:9]=[CH:8]1.[Li+].C[Si]([N-][Si](C)(C)C)(C)C.CON(C)[C:31](=[O:47])[C:32]1[CH:37]=[CH:36][C:35]([B:38]2[O:42][C:41]([CH3:44])([CH3:43])[C:40]([CH3:46])([CH3:45])[O:39]2)=[CH:34][CH:33]=1.O>C1COCC1>[CH3:43][C:41]1([CH3:44])[C:40]([CH3:45])([CH3:46])[O:39][B:38]([C:35]2[CH:34]=[CH:33][C:32]([C:31]([C:8]3[N:7]([CH2:6][O:5][CH2:4][CH2:3][Si:2]([CH3:17])([CH3:16])[CH3:1])[C:11]4[CH:12]=[CH:13][CH:14]=[CH:15][C:10]=4[N:9]=3)=[O:47])=[CH:37][CH:36]=2)[O:42]1 |f:1.2|. Reported procedure: To a solution of 1-{[2-(trimethylsilyl)ethoxy]methyl}-1H-benzo[d]imidazole (6.06 g) in THF (50 mL) was added LiHMDS (1 M solution in THF, 30 ml) dropwise at 0° C. After stirring for 1 h, a solution of N-methoxy-N-methyl-4-(4,4,5,5-tetramethyl-1,3,2-dioxaborolan-2-yl)benzamide (7.10 g) in THF (50 mL) was added dropwise, and the mixture was stirred for 1 h at 0° C. The reaction mixture was poured into water and extracted with AcOEt. The extract was washed with brine, dried over MgSO4, and concentr... Starting materials: FC(S(=O)(=O)OC=1C=C2C(CC=3C(=NOC3C3=NOC(=C3C(F)(F)F)C3=CC=CC=C3)C2=CC1)(F)F)(F)F (5,5-difluoro-3-(5-phenyl-4-(trifluoromethyl)isoxazol-3-yl)-4,5-dihydronaphtho[1,2-c]isoxazol-7-yl trifluoromethanesulfonate), [Cl-].[Li+] (lithium chloride), C(CCC)[Sn](C=C)(CCCC)CCCC (tributyl(vinyl)stannane). Run in O1CCOCC1 (dioxane). Reagents/catalysts: C=1C=CC(=CC1)[P](C=2C=CC=CC2)(C=3C=CC=CC3)[Pd]([P](C=4C=CC=CC4)(C=5C=CC=CC5)C=6C=CC=CC6)([P](C=7C=CC=CC7)(C=8C=CC=CC8)C=9C=CC=CC9)[P](C=1C=CC=CC1)(C=1C=CC=CC1)C=1C=CC=CC1 (tetrakis(triphenylphosphine)palladium(0)). RXN SMILES: FC(F)(F)S(O[C:7]1[CH:8]=[C:9]2[C:32](=[CH:33][CH:34]=1)[C:13]1=[N:14][O:15][C:16]([C:17]3[C:21]([C:22]([F:25])([F:24])[F:23])=[C:20]([C:26]4[CH:31]=[CH:30][CH:29]=[CH:28][CH:27]=4)[O:19][N:18]=3)=[C:12]1[CH2:11][C:10]2([F:36])[F:35])(=O)=O.[Cl-].[Li+].[CH2:41]([Sn](CCCC)(CCCC)C=C)[CH2:42]CC>O1CCOCC1.C1C=CC([P]([Pd]([P](C2C=CC=CC=2)(C2C=CC=CC=2)C2C=CC=CC=2)([P](C2C=CC=CC=2)(C2C=CC=CC=2)C2C=CC=CC=2)[P](C2C=CC=CC=2)(C2C=CC=CC=2)C2C=CC=CC=2)(C2C=CC=CC=2)C2C=CC=CC=2)=CC=1>[F:35][C:10]1([F:36])[C:9]2[C:32](=[CH:33][CH:34]=[C:7]([CH:41]=[CH2:42])[CH:8]=2)[C:13]2=[N:14][O:15][C:16]([C:17]3[C:21]([C:22]([F:25])([F:23])[F:24])=[C:20]([C:26]4[CH:27]=[CH:28][CH:29]=[CH:30][CH:31]=4)[O:19][N:18]=3)=[C:12]2[CH2:11]1 |f:1.2,^1:65,67,86,105|. Reaction conditions: temperature 100 celsius. The product is FC1(CC=2C(=NOC2C2=NOC(=C2C(F)(F)F)C2=CC=CC=C2)C2=CC=C(C=C12)C=C)F (5,5-difluoro-3-(5-phenyl-4-(trifluoromethyl)isoxazol-3-yl)-7-vinyl-4,5-dihydronaphtho[1,2-c]isoxazole). Isolated yield 64.3%. Reported procedure: A mixture of 5,5-difluoro-3-(5-phenyl-4-(trifluoromethyl)isoxazol-3-yl)-4,5-dihydronaphtho[1,2-c]isoxazol-7-yl trifluoromethanesulfonate (Preparation 66E, 0.024 g, 0.042 mmol) and lithium chloride (2.60 μL, 0.127 mmol) in dioxane (5.0 mL) was degassed with nitrogen for 15 minutes. To the reaction mixture was added tributyl(vinyl)stannane (0.015 g, 0.047 mmol) followed by tetrakis(triphenylphosphine)palladium(0) (4.90 mg, 4.24 μmol) at room temperature. The resulting reaction mixture was heated a... The reactants are ClC1=NC=C(C(=O)OCC)C=C1 (ethyl 6-chloronicotinate), O1C(CCC1)CO (tetrahydrofuran-2-ylmethanol). Product: O1C(CCC1)COC1=NC=C(C(=O)O)C=C1 (6-(tetrahydrofuran-2-ylmethoxy)nicotinic acid). Isolated yield 24.0%. Reaction SMILES: Cl[C:2]1[CH:12]=[CH:11][C:5]([C:6]([O:8]CC)=[O:7])=[CH:4][N:3]=1.[O:13]1[CH2:17][CH2:16][CH2:15][CH:14]1[CH2:18][OH:19]>>[O:13]1[CH2:17][CH2:16][CH2:15][CH:14]1[CH2:18][O:19][C:2]1[CH:12]=[CH:11][C:5]([C:6]([OH:8])=[O:7])=[CH:4][N:3]=1. Procedure: The title compound was synthesized as described for Intermediate example I-92 in 24% yield starting from ethyl 6-chloronicotinate and tetrahydrofuran-2-ylmethanol; 1H NMR (400 MHz, DMSO-d6) δ ppm 8.70 (d, 1 H), 8.14 (dd, 1 H), 6.90 (d, 1 H), 4.23-4.35 (m, 2 H), 4.10-4.21 (m, 1 H), 3.72-3.82 (m, 1 H), 3.61-3.71 (m, 1 H), 1.92-2.03 (m, 1 H), 1.74-1.93 (m, 2 H), 1.58-1.70 (m, 1 H); MS (ESI) m/z 224[M+H+], m/z 222[M−H+]; Reported procedure: Beginning with a mixture of 0.018 gm (0.07 mMol) 5-amino-3-(l-methylpiperidin-4-yl)benzofuran and 27 μL (0.21 inMol) phenylsulfonyl chloride, 0.0056 gm of the title compound were prepared by the procedure of EXAMPLE 18. As a reaction SMILES: [NH2:1][C:2]1[CH:3]=[CH:4][C:5]2[O:9][CH:8]=[C:7]([CH:10]3[CH2:15][CH2:14][N:13]([CH3:16])[CH2:12][CH2:11]3)[C:6]=2[CH:17]=1.[C:18]1([S:24]([Cl:27])(=[O:26])=[O:25])[CH:23]=[CH:22][CH:21]=[CH:20][CH:19]=1>>[ClH:27].[CH3:16][N:13]1[CH2:12][CH2:11][CH:10]([C:7]2[C:6]3[CH:17]=[C:2]([NH:1][S:24]([C:18]4[CH:23]=[CH:22][CH:21]=[CH:20][CH:19]=4)(=[O:26])=[O:25])[CH:3]=[CH:4][C:5]=3[O:9][CH:8]=2)[CH2:15][CH2:14]1 |f:2.3|. The reactants are NC=1C=CC2=C(C(=CO2)C2CCN(CC2)C)C1 (5-amino-3-(l-methylpiperidin-4-yl)benzofuran), C1(=CC=CC=C1)S(=O)(=O)Cl (phenylsulfonyl chloride). Yields the product Cl.CN1CCC(CC1)C1=COC2=C1C=C(C=C2)NS(=O)(=O)C2=CC=CC=C2 (N-[3-(1-methylpiperidin-4-yl)benzofur-5-yl]phenylsulfonamide hydrochloride). Starting materials: CC1=C(C(=CC(=C1)C)C)C1=CC=C(C(=O)OC)C=C1 (Methyl 4-(2,4,6 trimethylphenyl)benzoate), ( a ), Cl (HCl), [OH-].[Li+] (Lithium hydroxide). Run in C(C)(C)O (isopropanol), O (water). Yields the product CC1=C(C(=CC(=C1)C)C)C1=CC=C(C(=O)O)C=C1 (4-(2,4,6-trimethylphenyl)benzoic acid). Reaction SMILES: [CH3:1][C:2]1[CH:7]=[C:6]([CH3:8])[CH:5]=[C:4]([CH3:9])[C:3]=1[C:10]1[CH:19]=[CH:18][C:13]([C:14]([O:16]C)=[O:15])=[CH:12][CH:11]=1.[OH-].[Li+].Cl>C(O)(C)C.O>[CH3:1][C:2]1[CH:7]=[C:6]([CH3:8])[CH:5]=[C:4]([CH3:9])[C:3]=1[C:10]1[CH:19]=[CH:18][C:13]([C:14]([OH:16])=[O:15])=[CH:12][CH:11]=1 |f:1.2|. Reported procedure: The compound from Example 9 part (a) (1.3 g) was dissolved in a mixture of isopropanol (15 mL) and water (8 mL). Lithium hydroxide (1.3 g) was added and the reaction mixture was refluxed. After 2 hours the solution was poured into 2N HCl and the product was extracted into ether. After drying the organic phase with MgSO4 and evaporation a white solid was obtained (1.15 g, 91%). The reactants are S(C)(=O)(=O)OC[C@H](NC(=O)OC(C)(C)C)CC1=CC=CC=C1 (N-Boc-D-phenylalaninol mesylate), C1=C(C=CC2=CC=CC=C12)S (2-napthalenethiol), C(C)(C)N(CC)C(C)C (diisopropylethylamine), [I-].[Na+] (sodium iodide). Run in C(Cl)Cl (methylene chloride), CN(C=O)C (dimethylformamide). Run at time 18 hour. Yields the product C1=C(C=CC2=CC=CC=C12)SC1=CC2=CC=CC=C2C=C1.C(=O)(OC(C)(C)C)N[C@H](CC1=CC=CC=C1)CS (N-Boc-D-phenylalaninethiol 2-Naphthyl Thioether). Reaction SMILES: S(O[CH2:6][C@@H:7]([CH2:16][C:17]1[CH:22]=[CH:21][CH:20]=[CH:19][CH:18]=1)[NH:8][C:9]([O:11][C:12]([CH3:15])([CH3:14])[CH3:13])=[O:10])(=O)(=O)C.[CH:23]1[C:32]2[C:27](=[CH:28][CH:29]=[CH:30][CH:31]=2)[CH:26]=[CH:25][C:24]=1[SH:33].[CH:34](N(C(C)C)CC)(C)C.[I-].[Na+]>C(Cl)Cl.CN(C)C=O>[CH:23]1[C:32]2[C:27](=[CH:28][CH:29]=[CH:30][CH:31]=2)[CH:26]=[CH:25][C:24]=1[S:33][C:6]1[CH:7]=[CH:16][C:17]2[C:18](=[CH:19][CH:20]=[CH:21][CH:22]=2)[CH:34]=1.[C:9]([NH:8][C@@H:7]([CH2:6][SH:33])[CH2:16][C:17]1[CH:22]=[CH:21][CH:20]=[CH:19][CH:18]=1)([O:11][C:12]([CH3:15])([CH3:14])[CH3:13])=[O:10] |f:3.4,7.8|. Procedure: A mixture of N-Boc-D-phenylalaninol mesylate (0.3 g, 0.9 mmol), dimethylformamide (10 mL), 2-napthalenethiol (0.22 g, 1.39 mmol), diisopropylethylamine (1.39 mmol) and sodium iodide (0.14 g, 0.93 mmol) was kept at 80 ° C. for 18 hr, cooled to room temperature and methylene chloride (25 ml) was added. This mixture was washed with water (2×10 mL), 1M sodium hydroxide (3×10 mL) and brine (2×15 mL). The organic layer was dried over anhydrous sodium sulfate, filtered and the filtrate adsorbed onto si... The reactants are C(C)N(CCNC(=O)C1=C(NC=2\C(\CCCC12)=C\1/C(NC2=CC=C(C=C12)F)=O)C)CC ((Z)—N-[2-(diethylamino)ethyl]-2-methyl-7-(1,2-dihydro-5-fluoro-2-oxo-3H-indol-3-ylidene)-4,5,6,7-tetrahydro-1H-indol-3-carboxamide), C(C)#N (acetonitrile), C1(=CC=C(C=C1)S(=O)(=O)O)C (p-toluenesulfonic acid). The solvent is ClCCl (dichloromethane). Yields the product C1(=CC=C(C=C1)S(=O)(=O)O)C.C(C)N(CCNC(=O)C1=C(NC=2\C(\CCCC12)=C\1/C(NC2=CC=C(C=C12)F)=O)C)CC ((Z)—N-[2-(diethylamino)ethyl]-2-methyl-7-(1,2-dihydro-5-fluoro-2-oxo-3H-indol-3-ylidene)-4,5,6,7-tetrahydro-1H-indol-3-carboxamide p-toluenesulfonate). Yield: 91.0%. Reaction SMILES: [CH2:1]([N:3]([CH2:30][CH3:31])[CH2:4][CH2:5][NH:6][C:7]([C:9]1[C:17]2[CH2:16][CH2:15][CH2:14]/[C:13](=[C:18]3/[C:19](=[O:28])[NH:20][C:21]4[C:26]/3=[CH:25][C:24]([F:27])=[CH:23][CH:22]=4)/[C:12]=2[NH:11][C:10]=1[CH3:29])=[O:8])[CH3:2].C(#N)C.[C:35]1([CH3:45])[CH:40]=[CH:39][C:38]([S:41]([OH:44])(=[O:43])=[O:42])=[CH:37][CH:36]=1>ClCCl>[C:35]1([CH3:45])[CH:36]=[CH:37][C:38]([S:41]([OH:44])(=[O:42])=[O:43])=[CH:39][CH:40]=1.[CH2:30]([N:3]([CH2:1][CH3:2])[CH2:4][CH2:5][NH:6][C:7]([C:9]1[C:17]2[CH2:16][CH2:15][CH2:14]/[C:13](=[C:18]3/[C:19](=[O:28])[NH:20][C:21]4[C:26]/3=[CH:25][C:24]([F:27])=[CH:23][CH:22]=4)/[C:12]=2[NH:11][C:10]=1[CH3:29])=[O:8])[CH3:31] |f:4.5|. Reported procedure: 4.25 g (10 mmol) (Z)—N-[2-(diethylamino)ethyl]-2-methyl-7-(1,2-dihydro-5-fluoro-2-oxo-3H-indol-3-ylidene)-4,5,6,7-tetrahydro-1H-indol-3-carboxamide was added to a mixture of 250 ml acetonitrile and 50 ml dichloromethane. The mixture was treated under ultrasonic sound to uniform dispersion. 2.21 g (13 mmol) p-toluenesulfonic acid was added and the solution was heated to reflux with stirring under nitrogen atmosphere. After reaction for 1 h, the resulting mixture was filtered while being hot, and ... The reactants are C(C1=CC=CC=C1)OC=1C=C(C=C(C1)OCC1=CC=C(C=C1)OC)C(C(CCC(=O)OC)C1=C(C=CC=C1)C)=O (methyl (RS)-5-[3-benzyloxy-5-(4-methoxybenzyloxy)phenyl]-4-(2-methylphenyl)-5-oxopentanoate), ClC=1C(C(=C(C(C1Cl)=O)C#N)C#N)=O (2,3-dichloro-5,6-dicyanobenzoquinone). Solvent: O (water), ClCCl (dichloromethane), P(=O)([O-])([O-])[O-] (phosphate), C(C)(C)(C)O (tert-butanol). Reaction conditions: time 48 hour. The product is C(C1=CC=CC=C1)OC=1C=C(C=C(C1)O)C(C(CCC(=O)O)C1=C(C=CC=C1)C)=O ((RS)-5-(3-benzyloxy-5-hydroxyphenyl)-4-(2-methylphenyl)-5-oxopentanoic acid), solid. RXN SMILES: [CH2:1]([O:8][C:9]1[CH:10]=[C:11]([C:25](=[O:40])[CH:26]([C:33]2[CH:38]=[CH:37][CH:36]=[CH:35][C:34]=2[CH3:39])[CH2:27][CH2:28][C:29]([O:31]C)=[O:30])[CH:12]=[C:13]([O:15]CC2C=CC(OC)=CC=2)[CH:14]=1)[C:2]1[CH:7]=[CH:6][CH:5]=[CH:4][CH:3]=1.ClC1C(=O)C(C#N)=C(C#N)C(=O)C=1Cl>ClCCl.P([O-])([O-])([O-])=O.C(O)(C)(C)C.O>[CH2:1]([O:8][C:9]1[CH:10]=[C:11]([C:25](=[O:40])[CH:26]([C:33]2[CH:38]=[CH:37][CH:36]=[CH:35][C:34]=2[CH3:39])[CH2:27][CH2:28][C:29]([OH:31])=[O:30])[CH:12]=[C:13]([OH:15])[CH:14]=1)[C:2]1[CH:3]=[CH:4][CH:5]=[CH:6][CH:7]=1. Procedure: A solution of methyl (RS)-5-[3-benzyloxy-5-(4-methoxybenzyloxy)phenyl]-4-(2-methylphenyl)-5-oxopentanoate (0.54 g) in dichloromethane (10 mL), pH 7.3 phosphate buffer and tert-butanol (0.1 mL) is treated at 0° C. with 2,3-dichloro-5,6-dicyanobenzoquinone (0.34 g) and stirred at ambient temperature for 48 hours. It is then diluted with water (100 mL) and extracted with dichloromethane (3×30 mL). The combined organic extracts are washed with brine (50 mL), dried over magnesium sulphate and concent... Reactants: C1(CCCC1)OC=1C=C(C=CC1OC)C1(CCC(CC1)=O)C#C (4-(3-cyclopentyloxy-4-methoxyphenyl)-4-ethynyl-cyclohexan-1-one), BrC=1SC(=CC1)C#N (2-bromo-5-cyanothiophene), [Cl-].[NH4+] (Ammonium chloride). The reagents and catalysts are C=1C=CC(=CC1)[P](C=2C=CC=CC2)(C=3C=CC=CC3)[Pd]([P](C=4C=CC=CC4)(C=5C=CC=CC5)C=6C=CC=CC6)([P](C=7C=CC=CC7)(C=8C=CC=CC8)C=9C=CC=CC9)[P](C=1C=CC=CC1)(C=1C=CC=CC1)C=1C=CC=CC1 (tetrakis(triphenylphosphine)palladium(0)), [Cu]I (copper(I) iodide). The solvent is C(C)N(CC)CC (triethylamine). The product is C(#N)C=1SC(=CC1)C#CC1(CCC(CC1)=O)C1=CC(=C(C=C1)OC)OC1CCCC1 (4-(2-cyanothien-5-ylethynyl)-4-(3-cyclopentyloxy-4-methoxyphenyl)cyclohexan-1-one). The yield is 20.4%. RXN SMILES: [CH:1]1([O:6][C:7]2[CH:8]=[C:9]([C:15]3([C:22]#[CH:23])[CH2:20][CH2:19][C:18](=[O:21])[CH2:17][CH2:16]3)[CH:10]=[CH:11][C:12]=2[O:13][CH3:14])[CH2:5][CH2:4][CH2:3][CH2:2]1.Br[C:25]1[S:26][C:27]([C:30]#[N:31])=[CH:28][CH:29]=1.[Cl-].[NH4+]>C(N(CC)CC)C.C1C=CC([P]([Pd]([P](C2C=CC=CC=2)(C2C=CC=CC=2)C2C=CC=CC=2)([P](C2C=CC=CC=2)(C2C=CC=CC=2)C2C=CC=CC=2)[P](C2C=CC=CC=2)(C2C=CC=CC=2)C2C=CC=CC=2)(C2C=CC=CC=2)C2C=CC=CC=2)=CC=1.[Cu]I>[C:30]([C:27]1[S:26][C:25]([C:23]#[C:22][C:15]2([C:9]3[CH:10]=[CH:11][C:12]([O:13][CH3:14])=[C:7]([O:6][CH:1]4[CH2:2][CH2:3][CH2:4][CH2:5]4)[CH:8]=3)[CH2:16][CH2:17][C:18](=[O:21])[CH2:19][CH2:20]2)=[CH:29][CH:28]=1)#[N:31] |f:2.3,^1:44,46,65,84|. Procedure: To a solution of 4-(3-cyclopentyloxy-4-methoxyphenyl)-4-ethynyl-cyclohexan-1-one (0.22 g, 0.7 mmol) and 2-bromo-5-cyanothiophene (0.13 g, 0.7 mmol) in triethylamine (5 mL) under an argon atmosphere were added tetrakis(triphenylphosphine)palladium(0) (0.034 g, 4%) and copper(I) iodide (0.007 g, 6%), and the mixture was heated at 85°-90° C. for 2 h. Ammonium chloride was added and the mixture was extracted three times with dichloromethane, was dried (magnesium sulfate) and was evaporated. Purifica... Starting materials: CC(=O)NCC1CN(c2ccc(OCC3(O)CCN(C(=O)OCc4ccccc4)CC3)c(F)c2)C(=O)O1, CO, CCOC(C)=O, [Pd]. The product is CC(=O)NCC1CN(c2ccc(OCC3(O)CCNCC3)c(F)c2)C(=O)O1. RXN SMILES: [CH2:1]([O:2][C:3](=[O:4])[N:11]1[CH2:12][CH2:13][C:14]([OH:17])([CH2:18][O:19][c:20]2[c:21]([F:37])[cH:22][c:23]([N:26]3[C:27](=[O:36])[O:28][CH:29]([CH2:31][NH:32][C:33]([CH3:34])=[O:35])[CH2:30]3)[cH:24][cH:25]2)[CH2:15][CH2:16]1)[c:5]1[cH:6][cH:7][cH:8][cH:9][cH:10]1.[CH3:38][OH:39].[CH3:40][CH2:41][O:42][C:43](=[O:44])[CH3:45].[Pd:46]>>[NH:11]1[CH2:12][CH2:13][C:14]([OH:17])([CH2:18][O:19][c:20]2[c:21]([F:37])[cH:22][c:23]([N:26]3[C:27](=[O:36])[O:28][CH:29]([CH2:31][NH:32][C:33]([CH3:34])=[O:35])[CH2:30]3)[cH:24][cH:25]2)[CH2:15][CH2:16]1.